This data is from the Open Reaction Database (ORD), a public repository of structured organic reaction records. The task is: describe an organic reaction: reactants, conditions, products, and yield Reactants: N1(N=CC=C1)C=1SC=C(N1)CO ((2-pyrazol-1-ylthiazole-4-yl)methanol). Reagents/catalysts: O=[Mn]=O (MnO2). The solvent is C(Cl)(Cl)Cl (chloroform). Yields the product N1(N=CC=C1)C=1SC=C(N1)C=O (2-pyrazol-1-ylthiazole-4-carbaldehyde). As a reaction SMILES: [N:1]1([C:6]2[S:7][CH:8]=[C:9]([CH2:11][OH:12])[N:10]=2)[CH:5]=[CH:4][CH:3]=[N:2]1>C(Cl)(Cl)Cl.O=[Mn]=O>[N:1]1([C:6]2[S:7][CH:8]=[C:9]([CH:11]=[O:12])[N:10]=2)[CH:5]=[CH:4][CH:3]=[N:2]1. Procedure: MnO2 (10.8 g; 125 mmol) was added to a solution of (2-pyrazol-1-ylthiazole-4-yl)methanol (1.13 g; 6.24 mmol), prepared as described in the above step, in chloroform (100 ml).